Dataset: the Open Reaction Database (ORD), a public repository of structured organic reaction records. Task: describe an organic reaction: reactants, conditions, products, and yield Starting materials: COC(C)OCOc1cc2ccc(-c3ccc(C(=O)O)cc3)cc2cc1C12CC3CC(CC(C3)C1)C2, C1CCC(NC2CCCCC2)CC1, ClCCl, O=S(Cl)Cl. The product is COC(C)OCOc1cc2ccc(-c3ccc(C(=O)O)cc3)cc2cc1C12CC3CC(CC(C3)C1)C2, [Cl-]. RXN SMILES: [C:1]12([c:11]3[c:12]([O:30][CH2:31][O:32][CH:33]([CH3:34])[O:35][CH3:36])[cH:13][c:14]4[cH:15][cH:16][c:17](-[c:21]5[cH:22][cH:23][c:24]([C:25](=[O:26])[OH:27])[cH:28][cH:29]5)[cH:18][c:19]4[cH:20]3)[CH2:2][CH:3]3[CH2:4][CH:5]([CH2:6][CH:7]([CH2:8]1)[CH2:9]3)[CH2:10]2.[CH:37]1([NH:38][CH:39]2[CH2:40][CH2:41][CH2:42][CH2:43][CH2:44]2)[CH2:45][CH2:46][CH2:47][CH2:48][CH2:49]1.[Cl:54][CH2:55][Cl:56].[S:50]([Cl:51])([Cl:52])=[O:53]>>[C:1]12([c:11]3[c:12]([O:30][CH2:31][O:32][CH:33]([CH3:34])[O:35][CH3:36])[cH:13][c:14]4[cH:15][cH:16][c:17](-[c:21]5[cH:22][cH:23][c:24]([C:25](=[O:26])[OH:27])[cH:28][cH:29]5)[cH:18][c:19]4[cH:20]3)[CH2:2][CH:3]3[CH2:4][CH:5]([CH2:6][CH:7]([CH2:8]1)[CH2:9]3)[CH2:10]2.[Cl-:52]. The reactants are NC1=CC=C(C2=CC=CC=C12)C#N (4-amino-1-naphthalenecarbonitrile), C1(\C=C/C(=O)O1)=O (maleic anhydride). Run in CC(=O)O (AcOH). The product is C1(=CC=CC2=CC=CC=C12)C#N (naphthalenecarbonitrile). As a reaction SMILES: N[C:2]1[C:11]2[C:6](=[CH:7][CH:8]=[CH:9][CH:10]=2)[C:5]([C:12]#[N:13])=[CH:4][CH:3]=1.C1(=O)OC(=O)C=C1>CC(O)=O>[C:5]1([C:12]#[N:13])[C:6]2[C:11](=[CH:10][CH:9]=[CH:8][CH:7]=2)[CH:2]=[CH:3][CH:4]=1. Reported procedure: A solution of 4-amino-1-naphthalenecarbonitrile (19.2 g, 114 mmol) and maleic anhydride (14.0 g, 113 mmol) in AcOH (230 mL) was heated at 115° C. for 12 h. After cooling to rt, the reaction mixture was concentrated under reduced pressure then diluted with CH2Cl2 (2.5 L). The organic layer was washed 3× with H2O (3 L), 1× with sat. aq. Na2CO8 (1 L) and 1× with brine (1 L), dried over MgSO4 and concentrated to −200 mL under reduced pressure. Purification by flash chromatography on cation exchange ... The reactants are CC(C)O, CC(C)(C)C(=O)C(Oc1ccc(-c2ccccc2)cc1)n1cncn1. Product: CC(C)(C)C(O)C(Oc1ccc(-c2ccccc2)cc1)n1cncn1. As a reaction SMILES: [CH:26]([OH:27])([CH3:28])[CH3:29].[c:1]1(-[c:20]2[cH:21][cH:22][cH:23][cH:24][cH:25]2)[cH:2][cH:3][c:4]([O:7][CH:8]([C:9]([C:10]([CH3:11])([CH3:12])[CH3:13])=[O:14])[n:15]2[n:16][cH:17][n:18][cH:19]2)[cH:5][cH:6]1>>[c:1]1(-[c:20]2[cH:21][cH:22][cH:23][cH:24][cH:25]2)[cH:2][cH:3][c:4]([O:7][CH:8]([CH:9]([C:10]([CH3:11])([CH3:12])[CH3:13])[OH:14])[n:15]2[n:16][cH:17][n:18][cH:19]2)[cH:5][cH:6]1. Starting materials: tetrabutylammonium salt, C(C)(C)(C)OC(=O)N1C[C@@H](CC1)C(=O)NNC(=O)[C@@H]1N2C(N([C@H](CC1)C2)OS(=O)(=O)O)=O (trans-3-[N′-(6-sulfooxy-7-oxo-1,6-diaza-bicyclo[3.2.1]octane-2-carbonyl)-hydrazinocarbonyl]-(R)-pyrrolidin-1-carboxylic acid tert-butyl ester), FC(C(=O)O)(F)F (trifluoroacetic acid). Run in ClCCl (dichloromethane). The product is N1C[C@@H](CC1)C(=O)NNC(=O)[C@@H]1N2C(N([C@H](CC1)C2)OS(O)(=O)=O)=O (trans-sulfuric acid mono-[2-(N′-[(R)-pyrrolidin-3-carbonyl]-hydrazinocarbonyl)-7-oxo-1,6-diaza-bicyclo[3.2.1]oct-6-yl]ester). RXN SMILES: C(OC([N:8]1[CH2:12][CH2:11][C@@H:10]([C:13]([NH:15][NH:16][C:17]([C@H:19]2[CH2:25][CH2:24][C@@H:23]3[CH2:26][N:20]2[C:21](=[O:32])[N:22]3[O:27][S:28]([OH:31])(=[O:30])=[O:29])=[O:18])=[O:14])[CH2:9]1)=O)(C)(C)C.FC(F)(F)C(O)=O>ClCCl>[NH:8]1[CH2:12][CH2:11][C@@H:10]([C:13]([NH:15][NH:16][C:17]([C@H:19]2[CH2:25][CH2:24][C@@H:23]3[CH2:26][N:20]2[C:21](=[O:32])[N:22]3[O:27][S:28](=[O:30])(=[O:29])[OH:31])=[O:18])=[O:14])[CH2:9]1. Procedure: By using the procedure described in Step-4 of Example-1, and by using tetrabutylammonium salt of trans-3-[N′-(6-sulfooxy-7-oxo-1,6-diaza-bicyclo[3.2.1]octane-2-carbonyl)-hydrazinocarbonyl]-(R)-pyrrolidin-1-carboxylic acid tert-butyl ester (15 gm, 0.021 mmol), dichloromethane (37 ml) and trifluoroacetic acid (37 ml) to provide the title compound in 7.7 gm quantity as a white solid. Starting materials: solid, C([O-])(O)=O.[Na+] (sodium bicarbonate), CC=1C=C(C(=O)Cl)C=C(C1)C (3,5-dimethylbenzoyl chloride), FC(C(=O)O)(F)F.C(C1=CC=CC=C1)[C@H]1NCCC(C1)NC(C(F)(F)F)=O ((2R,4RS)-N-(2-benzyl-4-piperidyl)trifiuoroacetamide trifluoroacetate). Solvent: C1(=CC=CC=C1)C.O (toluene water), ice water. Conditions: time 2 hour. The product is C(C1=CC=CC=C1)[C@H]1N(CCC(C1)NC(C(F)(F)F)=O)C(C1=CC(=CC(=C1)C)C)=O ((2R,4RS)-N-[2-Benzyl-1-(3,5-dimethylbenzoyl)-4-piperidyl]trifluoroacetamid). Reaction SMILES: C(=O)(O)[O-].[Na+].[CH3:6][C:7]1[CH:8]=[C:9]([CH:13]=[C:14]([CH3:16])[CH:15]=1)[C:10](Cl)=[O:11].FC(F)(F)C(O)=O.[CH2:24]([C@@H:31]1[CH2:36][CH:35]([NH:37][C:38](=[O:43])[C:39]([F:42])([F:41])[F:40])[CH2:34][CH2:33][NH:32]1)[C:25]1[CH:30]=[CH:29][CH:28]=[CH:27][CH:26]=1>C1(C)C=CC=CC=1.O>[CH2:24]([C@@H:31]1[CH2:36][CH:35]([NH:37][C:38](=[O:43])[C:39]([F:42])([F:40])[F:41])[CH2:34][CH2:33][N:32]1[C:10](=[O:11])[C:9]1[CH:8]=[C:7]([CH3:6])[CH:15]=[C:14]([CH3:16])[CH:13]=1)[C:25]1[CH:30]=[CH:29][CH:28]=[CH:27][CH:26]=1 |f:0.1,3.4,5.6|. Procedure details: 710 mg of solid sodium bicarbonate and 712 mg of 3,5-dimethylbenzoyl chloride are added to a stirred mixture of 1.39 g (3.44 mmol) of (2R,4RS)-N-(2-benzyl-4-piperidyl)trifiuoroacetamide trifluoroacetate and 10 ml of toluene/water (1:1) cooled in ice-water. The reaction mixture is then allowed to warm to room temperature, subsequently stirred for 2 hours and partitioned between toluene and 1N sodium bicarbonate solution. The organic phases are washed with water, dried over magnesium sulfate and e... Yields the product C(C)OC(C(CC(C)(C)C1=CC=C(C=2OCOC21)Br)=O)=O (4-(7-bromo-1,3-benzodioxol-4-yl)-4-methyl-2-oxo-valeric acid-ethyl ester). Starting materials: C([O-])([O-])=O.[Na+].[Na+] (sodium carbonate), BrC1=CC=C(C2=C1OCO2)C(C)(C)O (2-(7-bromobenzo[1,3]dioxol-4-yl)-propan-2-ol), C(C)OC(C(=C)O[Si](C)(C)C)=O (2-trimethylsilyloxy-acrylic acid-ethyl ester), [Sn+6].[Cl-] (tin(VI)chloride). Reaction SMILES: [Br:1][C:2]1[C:7]2[O:8][CH2:9][O:10][C:6]=2[C:5]([C:11](O)([CH3:13])[CH3:12])=[CH:4][CH:3]=1.[CH2:15]([O:17][C:18](=[O:26])[C:19]([O:21][Si](C)(C)C)=[CH2:20])[CH3:16].[Sn+6].[Cl-].C(=O)([O-])[O-].[Na+].[Na+]>ClCCl>[CH2:15]([O:17][C:18](=[O:26])[C:19](=[O:20])[CH2:21][C:11]([C:5]1[C:6]2[O:10][CH2:9][O:8][C:7]=2[C:2]([Br:1])=[CH:3][CH:4]=1)([CH3:13])[CH3:12])[CH3:16] |f:2.3,4.5.6|. Procedure details: 1.77 g of 2-(7-bromobenzo[1,3]dioxol-4-yl)-propan-2-ol and 2.82 g of 2-trimethylsilyloxy-acrylic acid-ethyl ester (WO 00/32584) in 36 ml of dichloromethane are mixed at −70° C. with 1.10 ml of tin(VI)chloride. It is stirred for 20 minutes at −70° C. and then added to saturated sodium carbonate solution. It is extracted with dichloromethane, washed with water, dried and concentrated by evaporation in a vacuum. 3.15 g of 4-(7-bromo-1,3-benzodioxol-4-yl)-4-methyl-2-oxo-valeric acid-ethyl ester is o... The solvent is ClCCl (dichloromethane). Reaction conditions: temperature -70 celsius, time 20 minute. Isolated yield 129.1%. Product: CCCCCCCCCCCCCCCCNc1ccc(C(=O)C(C(=O)OCC)C(=O)OC(C)(C)C)cc1F. Reaction SMILES: [C:1]([CH2:2][C:3](=[O:4])[O:5][CH2:6][CH3:7])(=[O:8])[O:9][C:10]([CH3:11])([CH3:12])[CH3:13].[CH3:44][O:45][CH2:46][CH2:47][O:48][CH3:49].[ClH:16].[F:17][c:18]1[cH:19][c:20]([C:21](=[O:22])[Cl:23])[cH:24][cH:25][c:26]1[NH:27][CH2:28][CH2:29][CH2:30][CH2:31][CH2:32][CH2:33][CH2:34][CH2:35][CH2:36][CH2:37][CH2:38][CH2:39][CH2:40][CH2:41][CH2:42][CH3:43].[H-:14].[Na+:15]>>[C:1]([CH:2]([C:3](=[O:4])[O:5][CH2:6][CH3:7])[C:21]([c:20]1[cH:19][c:18]([F:17])[c:26]([NH:27][CH2:28][CH2:29][CH2:30][CH2:31][CH2:32][CH2:33][CH2:34][CH2:35][CH2:36][CH2:37][CH2:38][CH2:39][CH2:40][CH2:41][CH2:42][CH3:43])[cH:25][cH:24]1)=[O:22])(=[O:8])[O:9][C:10]([CH3:11])([CH3:12])[CH3:13]. Reactants: CCOC(=O)CC(=O)OC(C)(C)C, COCCOC, Cl, CCCCCCCCCCCCCCCCNc1ccc(C(=O)Cl)cc1F, [H-], [Na+]. Reactants: BrCCBr, C1CCOC1, CC(C)[N-]C(C)C, COC(=O)Cc1ccc2ncccc2c1, [Li+]. Yields the product COC(=O)C1(c2ccc3ncccc3c2)CC1. As a reaction SMILES: [Br:24][CH2:25][CH2:26][Br:27].[CH2:28]1[O:29][CH2:30][CH2:31][CH2:32]1.[CH3:2][CH:3]([N-:4][CH:5]([CH3:6])[CH3:7])[CH3:8].[CH3:9][O:10][C:11]([CH2:12][c:13]1[cH:14][c:15]2[cH:16][cH:17][cH:18][n:19][c:20]2[cH:21][cH:22]1)=[O:23].[Li+:1]>>[CH2:2]1[CH2:3][C:12]1([C:11]([O:10][CH3:9])=[O:23])[c:13]1[cH:14][c:15]2[cH:16][cH:17][cH:18][n:19][c:20]2[cH:21][cH:22]1. Reactants: C(C1=CC=CC=C1)N1C(N(CC1)C=1SC(=C(N1)C)C(=O)O)=O (2-(3-benzyl-2-oxoimidazolidin-1-yl)-4-methylthiazole-5-carboxylic acid), C1(CC1)CCN1C(N(CC1)C=1SC(=C(N1)C)C(=O)O)=O (2-(3-(2-cyclopropylethyl)-2-oxoimidazolidin-1-yl)-4-methylthiazole-5-carboxylic acid), FC1=CC=C(CN)C=C1 (4-fluorobenzylamine). Yields the product C1(CC1)CCN1C(N(CC1)C=1SC(=C(N1)C)C(=O)NCC1=CC=C(C=C1)F)=O (2-(3-(2-cyclopropylethyl)-2-oxoimidazolidin-1-yl)-N-(4-fluorobenzyl)-4-methylthiazole-5-carboxamide). Yield: 34.0%. RXN SMILES: [CH2:1]([N:8]1[CH2:12][CH2:11][N:10]([C:13]2[S:14][C:15]([C:19]([OH:21])=O)=[C:16]([CH3:18])[N:17]=2)[C:9]1=[O:22])[C:2]1[CH:7]=[CH:6][CH:5]=CC=1.C1(CCN2CCN(C3SC(C(O)=O)=C(C)N=3)C2=O)CC1.[F:43][C:44]1[CH:51]=[CH:50][C:47]([CH2:48][NH2:49])=[CH:46][CH:45]=1>>[CH:7]1([CH2:2][CH2:1][N:8]2[CH2:12][CH2:11][N:10]([C:13]3[S:14][C:15]([C:19]([NH:49][CH2:48][C:47]4[CH:50]=[CH:51][C:44]([F:43])=[CH:45][CH:46]=4)=[O:21])=[C:16]([CH3:18])[N:17]=3)[C:9]2=[O:22])[CH2:6][CH2:5]1. Procedure: Following the procedure as describe in Example 9, making variations as required to replace 2-(3-benzyl-2-oxoimidazolidin-1-yl)-4-methylthiazole-5-carboxylic acid with 2-(3-(2-cyclopropylethyl)-2-oxoimidazolidin-1-yl)-4-methylthiazole-5-carboxylic acid to react with 4-fluorobenzylamine in place of benzylamine, the title compound was obtained as a white powder in 34% yield: mp 122-123° C.: 1H NMR (300 MHz, CDCl3) δ 7.27-7.23 (m, 2H), 7.00-6.94 (m, 2H), 5.98 (s, 1H), 4.48 (d, J=5.7 Hz, 2H), 4.05 (t... The reactants are Cl (hydrochloric acid), C(CC(=O)[O-])(=O)OCC (Ethyl malonate), [H-].[Na+] (sodium hydride), O1CCOCC1 (1,4-dioxane), CuBr, BrC=1C(=C2C=CC=NC2=CC1F)F (6-bromo-5,7-difluoro-quinoline). Run in O (water), COC(C)(C)C (tert-butyl methyl ether). The product is C(C)OC(C(C(=O)OCC)C=1C(=C2C=CC=NC2=CC1F)F)=O (2-(5,7-Difluoro-quinolin-6-yl)-malonic acid diethyl ester). Isolated yield 35.4%. RXN SMILES: [C:1]([O:7][CH2:8][CH3:9])(=[O:6])[CH2:2][C:3]([O-:5])=[O:4].[H-].[Na+].Br[C:13]1[C:14]([F:24])=[C:15]2[C:20](=[CH:21][C:22]=1[F:23])[N:19]=[CH:18][CH:17]=[CH:16]2.Cl.O1CCO[CH2:28][CH2:27]1>O.COC(C)(C)C>[CH2:8]([O:7][C:1](=[O:6])[CH:2]([C:13]1[C:14]([F:24])=[C:15]2[C:20](=[CH:21][C:22]=1[F:23])[N:19]=[CH:18][CH:17]=[CH:16]2)[C:3]([O:5][CH2:27][CH3:28])=[O:4])[CH3:9] |f:1.2|. Procedure details: Ethyl malonate (9.28 g, 8.8 mL, 58.0 mmol) was added dropwise to a mixture of sodium hydride (60 percent in mineral oil, 2.32 g, 58.0 mmol) in 1,4-dioxane (29 mL) at 60° C. CuBr (4.176 g, 29.0 mmol) and 6-bromo-5,7-difluoro-quinoline (7.07 g, 29.0 mmol) were then added and the mixture heated to reflux for 16 h. After such time concentrated hydrochloric acid was added under ice-cooling and then tert-butyl methyl ether and water were added. The separated organic layer was washed with (10%) hydroch...